From a dataset of the Open Reaction Database (ORD), a public repository of structured organic reaction records. describe an organic reaction: reactants, conditions, products, and yield The reactants are C([O-])([O-])=O.[K+].[K+] (Potassium carbonate), O (water), C1(CCCC1)OC=1C=C(C(=O)OC)C=CC1OC(F)(F)F (methyl 3-cyclopentyloxy-4-trifluoromethoxybenzoate). Run in CO (methanol). The product is C1(CCCC1)OC=1C=C(C(=O)O)C=CC1OC(F)(F)F (3-cyclopentyloxy-4-trifluoromethoxybenzoic acid). Yield: 71.2%. Reaction SMILES: C(=O)([O-])[O-].[K+].[K+].O.[CH:8]1([O:13][C:14]2[CH:15]=[C:16]([CH:21]=[CH:22][C:23]=2[O:24][C:25]([F:28])([F:27])[F:26])[C:17]([O:19]C)=[O:18])[CH2:12][CH2:11][CH2:10][CH2:9]1>CO>[CH:8]1([O:13][C:14]2[CH:15]=[C:16]([CH:21]=[CH:22][C:23]=2[O:24][C:25]([F:26])([F:27])[F:28])[C:17]([OH:19])=[O:18])[CH2:9][CH2:10][CH2:11][CH2:12]1 |f:0.1.2|. Procedure: Potassium carbonate (0.43 g) and water (2 mL) are added to a solution of methyl 3-cyclopentyloxy-4-trifluoromethoxybenzoate (0.78 g) in methanol (10 mL) and the mixture is heated under reflux for 2 hours. Methanol is evaporated off under reduced pressure, and the crude material is partitioned between water (75 mL) and ethyl acetate (75 mL). The organic layer is separated, and the aqueous layer is acidified with hydrochloric acid (2 N) and extracted with ethyl acetate (2×75 mL). The combined orga... Procedure details: Analogously to Method D, 0.500 g of tert-butyl 3-hydroxy-4-(4-{2-[2-(2-methoxyphenyl)ethoxy]ethoxy}phenyl)piperidine-1-carboxylate (Example 100c) and 0.312 g of 7-chloromethyl-1-(3-methoxypropyl)-3,4-dihydro-1H-quinolin-2-one (Example 13b) are reacted. The title compound is obtained as an opaque oil. Rf=0.21 (1:1 EtOAc-heptane); Rt=5.80. Starting materials: OC1CN(CCC1C1=CC=C(C=C1)OCCOCCC1=C(C=CC=C1)OC)C(=O)OC(C)(C)C (tert-butyl 3-hydroxy-4-(4-{2-[2-(2-methoxyphenyl)ethoxy]ethoxy}phenyl)piperidine-1-carboxylate), ClCC1=CC=C2CCC(N(C2=C1)CCCOC)=O (7-chloromethyl-1-(3-methoxypropyl)-3,4-dihydro-1H-quinolin-2-one). Yields the product COC1=C(C=CC=C1)CCOCCOC1=CC=C(C=C1)C1C(CN(CC1)C(=O)OC(C)(C)C)OCC1=CC=C2CCC(N(C2=C1)CCCOC)=O (tert-Butyl 4-(4-{2-[2-(2-methoxyphenyl)ethoxy]ethoxy}phenyl)-3-[1-(3-methoxypropyl)-2-oxo-1,2,3,4-tetrahydroquinolin-7-ylmethoxy]piperidine-1-carboxylate). Reaction SMILES: [OH:1][CH:2]1[CH:7]([C:8]2[CH:13]=[CH:12][C:11]([O:14][CH2:15][CH2:16][O:17][CH2:18][CH2:19][C:20]3[CH:25]=[CH:24][CH:23]=[CH:22][C:21]=3[O:26][CH3:27])=[CH:10][CH:9]=2)[CH2:6][CH2:5][N:4]([C:28]([O:30][C:31]([CH3:34])([CH3:33])[CH3:32])=[O:29])[CH2:3]1.Cl[CH2:36][C:37]1[CH:46]=[C:45]2[C:40]([CH2:41][CH2:42][C:43](=[O:52])[N:44]2[CH2:47][CH2:48][CH2:49][O:50][CH3:51])=[CH:39][CH:38]=1>>[CH3:27][O:26][C:21]1[CH:22]=[CH:23][CH:24]=[CH:25][C:20]=1[CH2:19][CH2:18][O:17][CH2:16][CH2:15][O:14][C:11]1[CH:12]=[CH:13][C:8]([CH:7]2[CH2:6][CH2:5][N:4]([C:28]([O:30][C:31]([CH3:34])([CH3:33])[CH3:32])=[O:29])[CH2:3][CH:2]2[O:1][CH2:36][C:37]2[CH:46]=[C:45]3[C:40]([CH2:41][CH2:42][C:43](=[O:52])[N:44]3[CH2:47][CH2:48][CH2:49][O:50][CH3:51])=[CH:39][CH:38]=2)=[CH:9][CH:10]=1. Reaction SMILES: NCCN(CC)CCOC1C(F)=NC=CC=1.IC1C=CC2N(C=C(C(OCC)=O)N=2)C=1.[CH2:32]([N:34]([CH2:45][CH2:46][NH:47][C:48]([C:50]1[CH:59]=[N:58][C:57]2[C:52](=[CH:53][CH:54]=[C:55]([I:60])C=2)[N:51]=1)=[O:49])[CH2:35][CH2:36][O:37][C:38]1[C:39]([F:44])=[N:40][CH:41]=[CH:42][CH:43]=1)[CH3:33]>>[CH2:32]([N:34]([CH2:45][CH2:46][NH:47][C:48]([C:50]1[N:51]=[C:52]2[CH:53]=[CH:54][C:55]([I:60])=[CH:57][N:58]2[CH:59]=1)=[O:49])[CH2:35][CH2:36][O:37][C:38]1[C:39]([F:44])=[N:40][CH:41]=[CH:42][CH:43]=1)[CH3:33]. Reactants: NCCN(CCOC=1C(=NC=CC1)F)CC (N-(2-aminoethyl)-N-ethyl-N-[2-(2-fluoropyridin-3-yloxy)ethyl]amine), IC=1C=CC=2N(C1)C=C(N2)C(=O)OCC (ethyl 6-iodoimidazo[1,2-a]pyridine-2-carboxylate), C(C)N(CCOC=1C(=NC=CC1)F)CCNC(=O)C1=NC2=CC=C(C=C2N=C1)I (N-[2-[N-ethyl-N-[2-(2-fluoropyridin-3-yloxy)ethyl]amino]ethyl]-6-iodoquinoxaline-2-carboxamide). Yields the product C(C)N(CCOC=1C(=NC=CC1)F)CCNC(=O)C=1N=C2N(C=C(C=C2)I)C1 (N-[2-[N-ethyl-N-[2-(2-fluoropyridin-3-yloxy)ethyl]amino]ethyl]-6-iodoimidazo[1,2-a]pyridine-2-carboxamide). Procedure: This compound was prepared, starting from compound 5 (100 mg, 0.44 mmol) and ethyl 6-iodoimidazo[1,2-a]pyridine-2-carboxylate (75) (197 mg, 0.62 mmol) (Sunberg, R. J.; Biswas, S.; Murthi, K. K.; Rowe D.; McCall, J. W.; Dzimianski, M. T. Bis-cationic heteroaromatics as macrofilaricides: synthesis of bis-amidine and bis-guanylhydrazone derivatives of substituted imidazo[1,2-a]pyridines. J. Med. Chem. 1998, 41, 4317-4328.), according to the procedure developed for compound 10. Reaction time under r... Isolated yield 58.0%. Starting materials: COC(CCOC)OC (1,1,3-trimethoxypropane), C(#N)C1=CC(=C(C(=C1)N)C)N (4-cyano-2,6-diaminotoluene), ferric chloride hexahydrate, O (water), [OH-].[NH4+] (ammonium hydroxide). Reagents/catalysts: [Cl-].[Zn+2].[Cl-] (zinc chloride). The solvent is C(C)O (ethanol), C(C)O (ethanol). Reaction conditions: temperature 65 celsius. Product: NC1=CC(=C2C=CC=NC2=C1C)C#N (7-amino-5-cyano-8-methylquinoline). As a reaction SMILES: [C:1]([C:3]1[CH:8]=[C:7]([NH2:9])[C:6]([CH3:10])=[C:5]([NH2:11])[CH:4]=1)#[N:2].CO[CH:14](OC)[CH2:15][CH2:16]OC.O.[OH-].[NH4+]>C(O)C.[Cl-].[Zn+2].[Cl-]>[NH2:11][C:5]1[C:6]([CH3:10])=[C:7]2[C:8]([CH:14]=[CH:15][CH:16]=[N:9]2)=[C:3]([C:1]#[N:2])[CH:4]=1 |f:3.4,6.7.8|. Reported procedure: A mixture of 4-cyano-2,6-diaminotoluene (3.56 g), ferric chloride hexahydrate (11.63 g), and zinc chloride (0.499 g) in ethanol (600 mL) is warmed to 65° C. A solution of 1,1,3-trimethoxypropane (5.23 g) in ethanol (90 mL) is added dropwise via syringe pump over a period of 90 minutes. The reaction is then heated to reflux for 2.5 hours. The reaction is cooled to room temperature and the solvent rotary evaporated. The residue is mixed with 300 mL of water and basified to pH=11 with concentrated ... Reactants: ClC=1C=NC(=NC1)N1CCC(CC1)[C@@H]1[C@@H](C1)CCN (2-{(1S,2S)-2-[1-(5-chloropyrimidin-2-yl)piperidin-4-yl]cyclopropyl}ethanamine), O (Water), C([O-])([O-])=O.[Cs+].[Cs+] (cesium carbonate), ClC1=CC(=NC(=N1)C)C#N (6-chloro-2-methylpyrimidine-4-carbonitrile). Run in CN(C)C=O (DMF), CN(C)C=O (DMF). Run at time 10 minute. Yields the product ClC=1C=NC(=NC1)N1CCC(CC1)[C@@H]1[C@@H](C1)CCNC1=CC(=NC(=N1)C)C#N (6-[(2-{(1S,2S)-2-[1-(5-chloropyrimidin-2-yl)piperidin-4-yl]cyclopropyl}ethyl)amino]-2-methylpyrimidine-4-carbonitrile). RXN SMILES: [Cl:1][C:2]1[CH:3]=[N:4][C:5]([N:8]2[CH2:13][CH2:12][CH:11]([C@H:14]3[CH2:16][C@H:15]3[CH2:17][CH2:18][NH2:19])[CH2:10][CH2:9]2)=[N:6][CH:7]=1.C(=O)([O-])[O-].[Cs+].[Cs+].Cl[C:27]1[N:32]=[C:31]([CH3:33])[N:30]=[C:29]([C:34]#[N:35])[CH:28]=1.O>CN(C=O)C>[Cl:1][C:2]1[CH:3]=[N:4][C:5]([N:8]2[CH2:13][CH2:12][CH:11]([C@H:14]3[CH2:16][C@H:15]3[CH2:17][CH2:18][NH:19][C:27]3[N:32]=[C:31]([CH3:33])[N:30]=[C:29]([C:34]#[N:35])[CH:28]=3)[CH2:10][CH2:9]2)=[N:6][CH:7]=1 |f:1.2.3|. Procedure: 2-{(1S,2S)-2-[1-(5-chloropyrimidin-2-yl)piperidin-4-yl]cyclopropyl}ethanamine (29 mg, 0.10 mmol) from step 3 of this example was dissolved in DMF (0.4 mL), cesium carbonate (168 mg, 0.52 mmol) was added, stirred at room temperature for 10 minutes, then cooled down to 0° C. 6-chloro-2-methylpyrimidine-4-carbonitrile (17.5 mg, 0.114 mmol; from step 4 of this example) was added in DMF (0.1 mL) via syringe. Reaction was kept at 0° C. for 30 minutes, then warmed up to room temperature for 1 hour. Wat... Starting materials: CC(C)(C)NNC(=O)c1ccccc1, Cc1ccccc1, CCCCCC, [Na+], [OH-], O=C(Cl)Cc1ccccc1. Yields the product CC(C)(C)N(NC(=O)c1ccccc1)C(=O)Cc1ccccc1. Reaction SMILES: [C:1]([CH3:2])([CH3:3])([CH3:4])[NH:5][NH:6][C:7]([c:8]1[cH:9][cH:10][cH:11][cH:12][cH:13]1)=[O:14].[CH3:27][c:28]1[cH:29][cH:30][cH:31][cH:32][cH:33]1.[CH3:34][CH2:35][CH2:36][CH2:37][CH2:38][CH3:39].[Na+:16].[OH-:15].[c:17]1([CH2:23][C:24](=[O:25])[Cl:26])[cH:18][cH:19][cH:20][cH:21][cH:22]1>>[C:1]([CH3:2])([CH3:3])([CH3:4])[N:5]([NH:6][C:7]([c:8]1[cH:9][cH:10][cH:11][cH:12][cH:13]1)=[O:14])[C:24]([CH2:23][c:17]1[cH:18][cH:19][cH:20][cH:21][cH:22]1)=[O:25].